From a dataset of the Open Reaction Database (ORD), a public repository of structured organic reaction records. describe an organic reaction: reactants, conditions, products, and yield Yields the product CC1(C)CC(=O)c2c(C(F)(F)F)nn(-c3ccc(C(N)=O)c(NC4CCOCC4)c3)c2C1. As a reaction SMILES: [CH2:40]([OH:41])[CH3:42].[CH3:1][C:2]1([CH3:31])[CH2:3][C:4](=[O:30])[c:5]2[c:6]([C:26]([F:27])([F:28])[F:29])[n:7][n:8](-[c:11]3[cH:12][c:13]([NH:19][CH:20]4[CH2:21][CH2:22][O:23][CH2:24][CH2:25]4)[c:14]([C:15]#[N:16])[cH:17][cH:18]3)[c:9]2[CH2:10]1.[CH3:36][S:37]([CH3:38])=[O:39].[Na+:33].[OH-:32].[OH2:43].[OH:34][OH:35]>>[CH3:1][C:2]1([CH3:31])[CH2:3][C:4](=[O:30])[c:5]2[c:6]([C:26]([F:27])([F:28])[F:29])[n:7][n:8](-[c:11]3[cH:12][c:13]([NH:19][CH:20]4[CH2:21][CH2:22][O:23][CH2:24][CH2:25]4)[c:14]([C:15]([NH2:16])=[O:32])[cH:17][cH:18]3)[c:9]2[CH2:10]1. The reactants are CCO, CC1(C)CC(=O)c2c(C(F)(F)F)nn(-c3ccc(C#N)c(NC4CCOCC4)c3)c2C1, CS(C)=O, [Na+], [OH-], O, OO.